Dataset: the Open Reaction Database (ORD), a public repository of structured organic reaction records. Task: describe an organic reaction: reactants, conditions, products, and yield Starting materials: CC(C)(C)OC(=O)N1CCC(O)CC1, C1CCOC1, O=[N+]([O-])c1ccc(-n2cc(-c3ccc(Cl)cc3Cl)nc2Cc2ccc(-c3ccc(O)cc3)cc2)cc1, CC(C)OC(=O)N=NC(=O)OC(C)C, c1ccc(P(c2ccccc2)c2ccccc2)cc1. The product is CC(C)(C)OC(=O)N1CCC(Oc2ccc(-c3ccc(Cc4nc(-c5ccc(Cl)cc5Cl)cn4-c4ccc([N+](=O)[O-])cc4)cc3)cc2)CC1. As a reaction SMILES: [C:37](=[O:38])([O:39][C:40]([CH3:41])([CH3:42])[CH3:43])[N:44]1[CH2:45][CH2:46][CH:47]([OH:50])[CH2:48][CH2:49]1.[CH2:84]1[O:85][CH2:86][CH2:87][CH2:88]1.[Cl:1][c:2]1[c:3](-[c:9]2[n:10][c:11]([CH2:23][c:24]3[cH:25][cH:26][c:27](-[c:30]4[cH:31][cH:32][c:33]([OH:36])[cH:34][cH:35]4)[cH:28][cH:29]3)[n:12](-[c:14]3[cH:15][cH:16][c:17]([N+:20](=[O:21])[O-:22])[cH:18][cH:19]3)[cH:13]2)[cH:4][cH:5][c:6]([Cl:8])[cH:7]1.[O:70]=[C:71]([O:72][CH:73]([CH3:74])[CH3:75])[N:76]=[N:77][C:78]([O:79][CH:80]([CH3:81])[CH3:82])=[O:83].[c:51]1([P:52]([c:53]2[cH:54][cH:55][cH:56][cH:57][cH:58]2)[c:59]2[cH:60][cH:61][cH:62][cH:63][cH:64]2)[cH:65][cH:66][cH:67][cH:68][cH:69]1>>[Cl:1][c:2]1[c:3](-[c:9]2[n:10][c:11]([CH2:23][c:24]3[cH:25][cH:26][c:27](-[c:30]4[cH:31][cH:32][c:33]([O:36][CH:47]5[CH2:46][CH2:45][N:44]([C:37](=[O:38])[O:39][C:40]([CH3:41])([CH3:42])[CH3:43])[CH2:49][CH2:48]5)[cH:34][cH:35]4)[cH:28][cH:29]3)[n:12](-[c:14]3[cH:15][cH:16][c:17]([N+:20](=[O:21])[O-:22])[cH:18][cH:19]3)[cH:13]2)[cH:4][cH:5][c:6]([Cl:8])[cH:7]1.